Dataset: the Open Reaction Database (ORD), a public repository of structured organic reaction records. Task: describe an organic reaction: reactants, conditions, products, and yield Reactants: NC1=C(C=C(C=C1C(F)(F)F)C(O)CN(CC1=CC=CC=C1)CCCCCOCCC1=CC=CC=C1)Cl (4-amino-3-chloro-α-[[[5-(2-phenylethoxy) pentyl](phenylmethyl)amino]methyl]-5-(trifluoromethyl)benzenemethanol), Cl.C(C)O (hydrochloric acid ethanol). The reagents and catalysts are [Pd]=O (palladium oxide). Solvent: C(C)O (ethanol). The product is NC1=C(C=C(C=C1C(F)(F)F)C(O)CNCCCCCOCCC1=CC=CC=C1)Cl (4-Amino-3-chloro-α-[[[5-(2-phenylethoxy)pentyl]amino]methyl]-5-(trifluoromethyl)benzenemethanol). Yield: 63.0%. RXN SMILES: [NH2:1][C:2]1[C:7]([C:8]([F:11])([F:10])[F:9])=[CH:6][C:5]([CH:12]([CH2:14][N:15]([CH2:23][CH2:24][CH2:25][CH2:26][CH2:27][O:28][CH2:29][CH2:30][C:31]2[CH:36]=[CH:35][CH:34]=[CH:33][CH:32]=2)CC2C=CC=CC=2)[OH:13])=[CH:4][C:3]=1[Cl:37].Cl.C(O)C>C(O)C.[Pd]=O>[NH2:1][C:2]1[C:7]([C:8]([F:9])([F:10])[F:11])=[CH:6][C:5]([CH:12]([CH2:14][NH:15][CH2:23][CH2:24][CH2:25][CH2:26][CH2:27][O:28][CH2:29][CH2:30][C:31]2[CH:32]=[CH:33][CH:34]=[CH:35][CH:36]=2)[OH:13])=[CH:4][C:3]=1[Cl:37] |f:1.2|. Procedure details: A solution of 4-amino-3-chloro-α-[[[5-(2-phenylethoxy) pentyl](phenylmethyl)amino]methyl]-5-(trifluoromethyl)benzenemethanol (0.42 g) and conc. hydrochloric acid/ethanol (1:9 v/v, 0.71 ml) was hydrogenated over pre-reduced 10% palladium oxide on charcoal (80 mg, 50% aqueous paste) in absolute ethanol (5 ml). The mixture was filtered through hyflo and evaporated in vacuo to give an oil which was purified by FCC eluting with toluene-ethanol-triethylamine (95:5:1) to give the title compound as a wh... Reactants: C1CCOC1, COC(=O)C1CC(N(C)C(=O)OCC(Cl)(Cl)Cl)CN1Cc1ccccc1, CO, [Na+], [OH-], O. The product is CN(C(=O)OCC(Cl)(Cl)Cl)C1CC(C(=O)O)N(Cc2ccccc2)C1. Reaction SMILES: [CH2:29]1[O:30][CH2:31][CH2:32][CH2:33]1.[CH3:1][O:2][C:3](=[O:4])[CH:5]1[N:6]([CH2:20][c:21]2[cH:22][cH:23][cH:24][cH:25][cH:26]2)[CH2:7][CH:8]([N:10]([C:11](=[O:12])[O:13][CH2:14][C:15]([Cl:16])([Cl:17])[Cl:18])[CH3:19])[CH2:9]1.[CH3:34][OH:35].[Na+:28].[OH-:27].[OH2:36]>>[O:2]=[C:3]([OH:4])[CH:5]1[N:6]([CH2:20][c:21]2[cH:22][cH:23][cH:24][cH:25][cH:26]2)[CH2:7][CH:8]([N:10]([C:11](=[O:12])[O:13][CH2:14][C:15]([Cl:16])([Cl:17])[Cl:18])[CH3:19])[CH2:9]1. Reactants: C(CC)OCCCCCC1=CC=C(C=C1)C1=NC=C(C=N1)OCC (2-[4-(5-[propyloxy]-1-pentyl)phenyl]-5-(ethoxy)pyrimidine), [OH-].[Na+] (sodium hydroxide), C(COCCO)O (diethylene glycol), Cl (hydrochloric acid). The solvent is O (water). Conditions: temperature 180 celsius. Product: C(CC)OCCCCCC1=CC=C(C=C1)C1=NC=C(C=N1)O (2-[4-(5-[propyloxy]-1-pentyl)phenyl]-5-hydroxypyrimidine). Isolated yield 75.8%. As a reaction SMILES: [CH2:1]([O:4][CH2:5][CH2:6][CH2:7][CH2:8][CH2:9][C:10]1[CH:15]=[CH:14][C:13]([C:16]2[N:21]=[CH:20][C:19]([O:22]CC)=[CH:18][N:17]=2)=[CH:12][CH:11]=1)[CH2:2][CH3:3].[OH-].[Na+].C(O)COCCO.Cl>O>[CH2:1]([O:4][CH2:5][CH2:6][CH2:7][CH2:8][CH2:9][C:10]1[CH:15]=[CH:14][C:13]([C:16]2[N:21]=[CH:20][C:19]([OH:22])=[CH:18][N:17]=2)=[CH:12][CH:11]=1)[CH2:2][CH3:3] |f:1.2|. Procedure details: A mixture of 7.5 g of 2-[4-(5-[propyloxy]-1-pentyl)phenyl]-5-(ethoxy)pyrimidine, 10 g of sodium hydroxide and 120 ml of diethylene glycol was heated at 180° C. for 8 hours. The reaction mixture was poured into 100 ml of water, acidified with concentrated hydrochloric acid, then extracted three times with 50 ml of diethyl ether each time. The combined organic phases were washed twice with 100 ml of concentrated sodium chloride solution, dried over magnesium sulfate, filtered and subsequently conc... The reactants are N=1C(=CN2C1N=CC=C2)C2=CC=C(C=C2)C(C(=O)OCC)C (ethyl 2-[4-(imidazo[1,2-a]pyrimidin-2-yl)-phenyl]propionate), C(C)O (ethanol), [OH-].[Na+] (sodium hydroxide). The solvent is O (water). The product is N=1C(=CN2C1N=CC=C2)C2=CC=C(C=C2)C(C(=O)O)C (2-[4-(imidazo[1,2-a]pyrimidin-2yl)phenyl]propionic acid). The yield is 70.3%. As a reaction SMILES: [N:1]1[C:2]([C:10]2[CH:15]=[CH:14][C:13]([CH:16]([CH3:22])[C:17]([O:19]CC)=[O:18])=[CH:12][CH:11]=2)=[CH:3][N:4]2[CH:9]=[CH:8][CH:7]=[N:6][C:5]=12.C(O)C.[OH-].[Na+]>O>[N:1]1[C:2]([C:10]2[CH:11]=[CH:12][C:13]([CH:16]([CH3:22])[C:17]([OH:19])=[O:18])=[CH:14][CH:15]=2)=[CH:3][N:4]2[CH:9]=[CH:8][CH:7]=[N:6][C:5]=12 |f:2.3|. Procedure details: A mixture of 4.4 g of ethyl 2-[4-(imidazo[1,2-a]pyrimidin-2-yl)-phenyl]propionate, 50 ml of ethanol, 0.72 g of sodium hydroxide and 5 ml of water is heated under reflux for 2 hours. The ethanol is distilled off, and acetone is added to the residue. The crystalline precipitate is dissolved in water, and the solution is adjusted to pH 6 by addition of dilute hydrochloric acid. The crystalline precipitate is filtered off and washed with water to give 2.8 g of 2-[4-(imidazo[1,2-a]pyrimidin-2yl)pheny... Reactants: CC(=O)N(C)CCCC1(c2ccccc2)CCN(C(C)c2ccc(Br)cc2)C(=O)O1, Cc1cc(B(O)O)ccn1. Product: CC(=O)N(C)CCCC1(c2ccccc2)CCN(C(C)c2ccc(-c3ccnc(C)c3)cc2)C(=O)O1. As a reaction SMILES: [Br:1][c:2]1[cH:3][cH:4][c:5]([CH:8]([CH3:9])[N:10]2[C:11](=[O:30])[O:12][C:13]([c:16]3[cH:17][cH:18][cH:19][cH:20][cH:21]3)([CH2:22][CH2:23][CH2:24][N:25]([C:26]([CH3:27])=[O:28])[CH3:29])[CH2:14][CH2:15]2)[cH:6][cH:7]1.[CH3:31][c:32]1[n:33][cH:34][cH:35][c:36]([B:38]([OH:39])[OH:40])[cH:37]1>>[c:2]1(-[c:36]2[cH:35][cH:34][n:33][c:32]([CH3:31])[cH:37]2)[cH:3][cH:4][c:5]([CH:8]([CH3:9])[N:10]2[C:11](=[O:30])[O:12][C:13]([c:16]3[cH:17][cH:18][cH:19][cH:20][cH:21]3)([CH2:22][CH2:23][CH2:24][N:25]([C:26]([CH3:27])=[O:28])[CH3:29])[CH2:14][CH2:15]2)[cH:6][cH:7]1. Reactants: Nc1ccc(Br)cc1, CC1CCC(Br)c2ncc(C(=O)O)c(=O)n21, CO. Product: CC1CC=C(Nc2ccc(Br)cc2)c2ncc(C(=O)O)c(=O)n21. RXN SMILES: [Br:17][c:18]1[cH:19][cH:20][c:21]([NH2:22])[cH:23][cH:24]1.[Br:1][CH:2]1[CH2:3][CH2:4][CH:5]([CH3:16])[n:6]2[c:7]1[n:8][cH:9][c:10]([C:13](=[O:14])[OH:15])[c:11]2=[O:12].[CH3:25][OH:26]>>[C:2]1([NH:22][c:21]2[cH:20][cH:19][c:18]([Br:17])[cH:24][cH:23]2)=[CH:3][CH2:4][CH:5]([CH3:16])[n:6]2[c:7]1[n:8][cH:9][c:10]([C:13](=[O:14])[OH:15])[c:11]2=[O:12]. Reactants: [Al+3], C1CCCCC1, CCOc1ccc(C(C)C#N)cc1, C1CCOC1, COc1ccc(CC#N)cc1, CI, COc1ccc(C(C)(C)C#N)cc1, CC(C)[N-]C(C)C, [Cl-], [H-], [H-], [H-], [H-], [Li+], [Li+], [NH4+]. Product: COc1ccc(C(C)(C)CN)cc1. Reaction SMILES: [Al+3:55].[CH2:20]1[CH2:21][CH2:22][CH2:23][CH2:24][CH2:25]1.[CH2:28]([O:29][c:30]1[cH:31][cH:32][c:33]([CH:34]([CH3:35])[C:36]#[N:37])[cH:38][cH:39]1)[CH3:40].[CH2:60]1[O:61][CH2:62][CH2:63][CH2:64]1.[CH3:1][O:2][c:3]1[cH:4][cH:5][c:6]([CH2:7][C:8]#[N:9])[cH:10][cH:11]1.[CH3:26][I:27].[CH3:41][O:42][c:43]1[cH:44][cH:45][c:46]([C:49]([C:50]#[N:51])([CH3:52])[CH3:53])[cH:47][cH:48]1.[CH:12]([N-:13][CH:14]([CH3:15])[CH3:16])([CH3:17])[CH3:18].[Cl-:65].[H-:54].[H-:57].[H-:58].[H-:59].[Li+:19].[Li+:56].[NH4+:66]>>[CH3:41][O:42][c:43]1[cH:44][cH:45][c:46]([C:49]([CH2:50][NH2:51])([CH3:52])[CH3:53])[cH:47][cH:48]1. Product: CN1C(CC[C@@]2(C3=C(CC[C@@H]12)C=C(C=C3)SC3=NC=CC=C3[N+](=O)[O-])C)=O ((+)-(4aR)-(10bR)-4-methyl-8-(3-nitro-2-pyridinylthio)-10b-methyl-1,2,3,4,4a, 5,6,10b-octahydrobenzo [f]quinolin-3-one). Yield: 65.2%. RXN SMILES: [CH3:1][N:2]1[C@H:11]2[C@@:6]([CH3:17])([C:7]3[CH:15]=[CH:14][C:13]([SH:16])=[CH:12][C:8]=3[CH2:9][CH2:10]2)[CH2:5][CH2:4][C:3]1=[O:18].C(=O)([O-])[O-].[K+].[K+].Cl[C:26]1[C:31]([N+:32]([O-:34])=[O:33])=[CH:30][CH:29]=[CH:28][N:27]=1.CN(C)C=O>C(OCC)(=O)C>[CH3:1][N:2]1[C@H:11]2[C@@:6]([CH3:17])([C:7]3[CH:15]=[CH:14][C:13]([S:16][C:26]4[C:31]([N+:32]([O-:34])=[O:33])=[CH:30][CH:29]=[CH:28][N:27]=4)=[CH:12][C:8]=3[CH2:9][CH2:10]2)[CH2:5][CH2:4][C:3]1=[O:18] |f:1.2.3|. The reactants are CN1C(CC[C@@]2(C3=C(CC[C@@H]12)C=C(C=C3)S)C)=O ((+)-(4aR)-(10bR)-4-methyl-8-mercapto-10b-methyl-1,2,3,4,4a,-5,6,10b-octahydrobenzo[f]quinolin-3-one), C([O-])([O-])=O.[K+].[K+] (potassium carbonate), ClC1=NC=CC=C1[N+](=O)[O-] (2-chloro-3-nitropyridine), CN(C=O)C (dimethylformamide). Run in C(C)(=O)OCC (ethyl acetate). Procedure details: A 15 mL round bottom flask was charged with (+)-(4aR)-(10bR)-4-methyl-8-mercapto-10b-methyl-1,2,3,4,4a,-5,6,10b-octahydrobenzo[f]quinolin-3-one (100 mg, 0.38 mmol), potassium carbonate (158 mg, 1.14 mmol), 2-chloro-3-nitropyridine (73 mg, 0.46 mmol) and 1.5 mL of anhydrous dimethylformamide, fitted with a reflux condenser, and the stirred mixture was heated at 60°, under nitrogen, for 18 h. The mixture was cooled, diluted with ethyl acetate (75 mL) and washed with brine (2×25 mL). The combined o... Starting materials: COc1ccccc1Br, C[Sn](C)(C)Cl, [Li]CCCC, CCOCC. Product: COc1ccccc1[Sn](C)(C)C. RXN SMILES: [Br:6][c:7]1[c:8]([O:13][CH3:14])[cH:9][cH:10][cH:11][cH:12]1.[CH3:15][Sn:16]([CH3:17])([CH3:18])[Cl:19].[CH3:1][CH2:2][CH2:3][CH2:4][Li:5].[CH3:20][CH2:21][O:22][CH2:23][CH3:24]>>[c:7]1([Sn:16]([CH3:15])([CH3:17])[CH3:18])[c:8]([O:13][CH3:14])[cH:9][cH:10][cH:11][cH:12]1. The reactants are Cl (hydrochloric acid), C1(=CC=CC2=CC=CC=C12)C(=O)O (naphthalic acid), O (water), NC(=O)N (urea). The reagents and catalysts are C(C)(=O)[O-].[Cr+3].C(C)(=O)[O-].C(C)(=O)[O-] (chromium acetate). The solvent is CCOCCO (ethyl cellosolve). Conditions: temperature 30 celsius, time 2 hour. Yields the product C1=CC2=C(C(=C1)C(=O)O)C(=CC=C2)C(=O)O (1,8-naphthalic acid). RXN SMILES: [C:1]1([C:11]([OH:13])=[O:12])[C:10]2[C:5](=[CH:6][CH:7]=[CH:8][CH:9]=2)[CH:4]=[CH:3][CH:2]=1.N[C:15](N)=[O:16].[OH2:18].Cl>CCOCCO.C([O-])(=O)C.[Cr+3].C([O-])(=O)C.C([O-])(=O)C>[CH:3]1[CH:2]=[C:1]([C:11]([OH:13])=[O:12])[C:10]2[C:9]([C:15]([OH:16])=[O:18])=[CH:8][CH:7]=[CH:6][C:5]=2[CH:4]=1 |f:5.6.7.8|. Reported procedure: A 86.5 g quantity of naphthalic acid (i.e., 1,8-naphthalic acid or 1,8-naphthalene dicarboxylic acid) was dissolved in 300 g of ethyl cellosolve, and chromium acetate (0.2 equivalent calculated as atomic weight of Cr) and 30 g of urea were added to the solution. The mixture was stirred at 100° to 115° C. for 2 hours. The reaction mixture was in the form of a bluish green supernatent liquid. The mixture was cooled to 30° C. and placed into 1 liter of water containing 60 g of 35% hydrochloric acid...